The task is: describe an organic reaction: reactants, conditions, products, and yield. This data is from the Open Reaction Database (ORD), a public repository of structured organic reaction records. Reactants: COC=1C=C(C=CC(=O)N)C=CC1 (3-methoxycinnamamide), N1(CCCCC1)C1CCNCC1 (4-piperidinopiperidine). Run in CC(=O)CC(C)C (methylisobutylketone). The product is C[C@@H]1CC[C@H](CC1)NC(C=CC1=CC(=C(C=C1)OCCN1CCC(CC1)N1CCCCC1)OC)=O (N-(trans-4-methylcyclohexyl)-4-[2-(4-piperidinopiperidino)ethoxy]-3-methoxycinnamamide). Reaction SMILES: [CH3:1][O:2][C:3]1[CH:4]=[C:5]([CH:11]=[CH:12][CH:13]=1)[CH:6]=[CH:7][C:8]([NH2:10])=[O:9].[N:14]1([CH:20]2[CH2:25][CH2:24][NH:23][CH2:22][CH2:21]2)[CH2:19][CH2:18][CH2:17][CH2:16][CH2:15]1>CC(CC(C)C)=O>[CH3:6][C@H:5]1[CH2:11][CH2:12][C@H:13]([NH:10][C:8](=[O:9])[CH:7]=[CH:6][C:5]2[CH:11]=[CH:12][C:13]([O:9][CH2:8][CH2:7][N:23]3[CH2:24][CH2:25][CH:20]([N:14]4[CH2:19][CH2:18][CH2:17][CH2:16][CH2:15]4)[CH2:21][CH2:22]3)=[C:3]([O:2][CH3:1])[CH:4]=2)[CH2:3][CH2:4]1. Reported procedure: Using 1.9 g N-(trans-4-methylcyclohexyl)-4-chloroethoxy)-3-methoxycinnamamide (Example 138), 4.56 g of 4-piperidinopiperidine, and 50 ml of methylisobutylketone, a reaction similar to that conducted in Example 142 was carried out. As a result, 1.51 g of N-(trans-4-methylcyclohexyl)-4-[2-(4-piperidinopiperidino)ethoxy]-3-methoxycinnamamide (a compound of the present invention) was obtained as white crystal, which had the following physiochemical properties: The reactants are CC(=O)OCC(O)C(Cc1ccccc1)NC(=O)OC(C)(C)C, CS(=O)(=O)Cl, CCOC(C)=O, c1ccncc1. The product is CC(=O)OCC(OS(C)(=O)=O)C(Cc1ccccc1)NC(=O)OC(C)(C)C. Reaction SMILES: [C:1]([CH3:2])(=[O:3])[O:4][CH2:5][CH:6]([CH:7]([CH2:8][c:9]1[cH:10][cH:11][cH:12][cH:13][cH:14]1)[NH:15][C:16](=[O:17])[O:18][C:19]([CH3:20])([CH3:21])[CH3:22])[OH:23].[CH3:24][S:25]([Cl:26])(=[O:27])=[O:28].[CH3:35][CH2:36][O:37][C:38](=[O:39])[CH3:40].[cH:29]1[cH:30][cH:31][n:32][cH:33][cH:34]1>>[C:1]([CH3:2])(=[O:3])[O:4][CH2:5][CH:6]([CH:7]([CH2:8][c:9]1[cH:10][cH:11][cH:12][cH:13][cH:14]1)[NH:15][C:16](=[O:17])[O:18][C:19]([CH3:20])([CH3:21])[CH3:22])[O:23][S:25]([CH3:24])(=[O:27])=[O:28]. Reactants: C(C)(=S)[S-].[Na+] (sodium dithioacetate), ClC(C(=O)OCC)C1=CC=C(C=C1)C1=C(C=CC=C1)Cl (ethyl α, 2'-dichloro-4-biphenylylacetate). The solvent is C(C)O (ethanol). Yields the product C(C)(=S)SC(C(=O)OCC)C1=CC=C(C=C1)C1=C(C=CC=C1)Cl (ethyl α-thioacetylthio-2'-chloro-4-biphenylylacetate). Reaction SMILES: [C:1]([S-:4])(=[S:3])[CH3:2].[Na+].Cl[CH:7]([C:13]1[CH:18]=[CH:17][C:16]([C:19]2[CH:24]=[CH:23][CH:22]=[CH:21][C:20]=2[Cl:25])=[CH:15][CH:14]=1)[C:8]([O:10][CH2:11][CH3:12])=[O:9]>C(O)C>[C:1]([S:4][CH:7]([C:13]1[CH:18]=[CH:17][C:16]([C:19]2[CH:24]=[CH:23][CH:22]=[CH:21][C:20]=2[Cl:25])=[CH:15][CH:14]=1)[C:8]([O:10][CH2:11][CH3:12])=[O:9])(=[S:3])[CH3:2] |f:0.1|. Procedure: A mixture of 0.2 moles of sodium dithioacetate and 38 g. (0.12 moles) of ethyl α, 2'-dichloro-4-biphenylylacetate in 300 ml. of absolute ethanol is stirred at room temperature for 15 hours. The reaction mixture is filtered, washed with absolute ethanol and evaporated to dryness in vacuo. The residue is treated with ether, filtered and evaporated to dryness to obtain ethyl α-thioacetylthio-2'-chloro-4-biphenylylacetate. The reactants are C(=O)C1N(C2=CC=CC=C2C1)C(=O)OC(C)(C)C (1,1-dimethylethyl 2-formyl-2,3-dihydro-1H-indole-1-carboxylate), ice water, [OH-].[Na+] (NaOH), 2-3-hexanedione, C(C)(=O)[O-].[NH4+] (ammonium acetate). The yield is 255.2%. Run at time 15 minute. Reported procedure: Intermediate (12) (0.00101 mole), 2-3-hexanedione (0.004 mole), and ammonium acetate (0.025 mole) were combined in acetic acid (4 ml), and immediately placed on a steam bath for 15 minutes. After 2 hours at room temperature, the reaction was poured into ice water (100 ml), basified with 3N NaOH, and extracted with diethylether (twice). The organic phases were combined, dried, filtered, and concentrated. The residue was taken up in diethylether, concentrated and then purified by prep LC, yielding... The product is CC1=C(N=C(N1)C1N(C2=CC=CC=C2C1)C(=O)OC(C)(C)C)CCC (1,1-dimethylethyl 2,3-dihydro-2-(5-methyl-4-propyl-1H-imidazol-2-yl)-1H-indole-1-carboxylate). The solvent is C(C)(=O)O (acetic acid). Reaction SMILES: [CH:1]([CH:3]1[CH2:11][C:10]2[C:5](=[CH:6][CH:7]=[CH:8][CH:9]=2)[N:4]1[C:12]([O:14][C:15]([CH3:18])([CH3:17])[CH3:16])=[O:13])=O.[C:19]([O-])(=O)[CH3:20].[NH4+:23].[OH-].[Na+]>C(O)(=O)C>[CH3:1][C:3]1[NH:4][C:1]([CH:3]2[CH2:11][C:10]3[C:5](=[CH:6][CH:7]=[CH:8][CH:9]=3)[N:4]2[C:12]([O:14][C:15]([CH3:18])([CH3:17])[CH3:16])=[O:13])=[N:23][C:11]=1[CH2:10][CH2:19][CH3:20] |f:1.2,3.4|. Reactants: BrC=1C=C2C=CC3=C(NC(=N3)[C@H]3N([C@@H]4CC[C@H]3C4)C([C@H](C(C)C)NC(OC)=O)=O)C2=CC1 (Methyl (S)-1-((1R,3S,4S)-3-(7-bromo-1H-naphtho[1,2-d]imidazol-2-yl)-2-azabicyclo[2.2.1]heptan-2-yl)-3-methyl-1-oxobutan-2-ylcarbamate), C(=O)([O-])[O-].[K+].[K+] (K2CO3), CC1(OB(OC1(C)C)C1=CC=C(C=C1)C1=CN=C(N1)[C@H]1N(CCC1)C(=O)OC(C)(C)C)C ((S)-tert-butyl 2-(5-(4-(4,4,5,5-tetramethyl-1,3,2-dioxaborolan-2-yl)phenyl)-1H-imidazol-2-yl)pyrrolidine-1-carboxylate). The reagents and catalysts are C=1C=CC(=CC1)[P](C=2C=CC=CC2)(C=3C=CC=CC3)[Pd]([P](C=4C=CC=CC4)(C=5C=CC=CC5)C=6C=CC=CC6)([P](C=7C=CC=CC7)(C=8C=CC=CC8)C=9C=CC=CC9)[P](C=1C=CC=CC1)(C=1C=CC=CC1)C=1C=CC=CC1 (Pd(PPh3)4). Run in COCCOC (DME). Reaction conditions: temperature 85 celsius. The product is COC(=O)N[C@H](C(=O)N1[C@@H]2CC[C@H]([C@H]1C1=NC3=C(N1)C1=CC=C(C=C1C=C3)C3=CC=C(C=C3)C3=CN=C(N3)[C@H]3N(CCC3)C(=O)OC(C)(C)C)C2)C(C)C ((S)-tert-butyl 2-(5-(4-(2-((1R,3S,4S)-2-((S)-2-(methoxycarbonylamino)-3-methylbutanoyl)-2-azabicyclo[2.2.1]heptan-3-yl)-1H-naphtho[1,2-d]imidazol-7-yl)phenyl)-1H-imidazol-2-yl)pyrrolidine-1-carboxylate). The yield is 41.6%. Reaction SMILES: Br[C:2]1[CH:3]=[C:4]2[C:30](=[CH:31][CH:32]=1)[C:8]1[NH:9][C:10]([C@@H:12]3[C@@H:17]4[CH2:18][C@@H:14]([CH2:15][CH2:16]4)[N:13]3[C:19](=[O:29])[C@@H:20]([NH:24][C:25](=[O:28])[O:26][CH3:27])[CH:21]([CH3:23])[CH3:22])=[N:11][C:7]=1[CH:6]=[CH:5]2.CC1(C)C(C)(C)OB([C:41]2[CH:46]=[CH:45][C:44]([C:47]3[NH:51][C:50]([C@@H:52]4[CH2:56][CH2:55][CH2:54][N:53]4[C:57]([O:59][C:60]([CH3:63])([CH3:62])[CH3:61])=[O:58])=[N:49][CH:48]=3)=[CH:43][CH:42]=2)O1.C([O-])([O-])=O.[K+].[K+]>COCCOC.C1C=CC([P]([Pd]([P](C2C=CC=CC=2)(C2C=CC=CC=2)C2C=CC=CC=2)([P](C2C=CC=CC=2)(C2C=CC=CC=2)C2C=CC=CC=2)[P](C2C=CC=CC=2)(C2C=CC=CC=2)C2C=CC=CC=2)(C2C=CC=CC=2)C2C=CC=CC=2)=CC=1>[CH3:27][O:26][C:25]([NH:24][C@@H:20]([CH:21]([CH3:23])[CH3:22])[C:19]([N:13]1[C@H:12]([C:10]2[NH:9][C:8]3[C:30]4[C:4]([CH:5]=[CH:6][C:7]=3[N:11]=2)=[CH:3][C:2]([C:41]2[CH:42]=[CH:43][C:44]([C:47]3[NH:51][C:50]([C@@H:52]5[CH2:56][CH2:55][CH2:54][N:53]5[C:57]([O:59][C:60]([CH3:63])([CH3:62])[CH3:61])=[O:58])=[N:49][CH:48]=3)=[CH:45][CH:46]=2)=[CH:32][CH:31]=4)[C@@H:17]2[CH2:18][C@H:14]1[CH2:15][CH2:16]2)=[O:29])=[O:28] |f:2.3.4,^1:80,82,101,120|. Reported procedure: Methyl (S)-1-((1R,3S,4S)-3-(7-bromo-1H-naphtho[1,2-d]imidazol-2-yl)-2-azabicyclo[2.2.1]heptan-2-yl)-3-methyl-1-oxobutan-2-ylcarbamate (122 mg, 0.24 mmol) and (S)-tert-butyl 2-(5-(4-(4,4,5,5-tetramethyl-1,3,2-dioxaborolan-2-yl)phenyl)-1H-imidazol-2-yl)pyrrolidine-1-carboxylate (114 mg, 0.26 mmol) were combined in DME (3 mL). Pd(PPh3)4 (28 mg, 0.024 mmol) and K2CO3 (2M H2O, 0.4 mL, 0.79 mmol) were added, and the solution was degassed with N2 for 10 min. The solution was heated to 85° C. and stirre... Reactants: CCOc1cc(C(C)(C)C)ncc1C1=NC(C)(c2ccc(Cl)cc2)C(C)(c2ccc(Cl)cc2)N1C(=O)N1CCC(CC(=O)O)CC1, CCOCC1CCNCC1. The product is CCOCC1CCN(C(=O)CC2CCN(C(=O)N3C(c4cnc(C(C)(C)C)cc4OCC)=NC(C)(c4ccc(Cl)cc4)C3(C)c3ccc(Cl)cc3)CC2)CC1. RXN SMILES: [C:1]([CH3:2])([CH3:3])([CH3:4])[c:5]1[cH:6][c:7]([O:44][CH2:45][CH3:46])[c:8]([C:11]2=[N:15][C:14]([CH3:16])([c:17]3[cH:18][cH:19][c:20]([Cl:23])[cH:21][cH:22]3)[C:13]([CH3:24])([c:25]3[cH:26][cH:27][c:28]([Cl:31])[cH:29][cH:30]3)[N:12]2[C:32](=[O:33])[N:34]2[CH2:35][CH2:36][CH:37]([CH2:40][C:41](=[O:42])[OH:43])[CH2:38][CH2:39]2)[cH:9][n:10]1.[CH2:47]([CH3:48])[O:49][CH2:50][CH:51]1[CH2:52][CH2:53][NH:54][CH2:55][CH2:56]1>>[C:1]([CH3:2])([CH3:3])([CH3:4])[c:5]1[cH:6][c:7]([O:44][CH2:45][CH3:46])[c:8]([C:11]2=[N:15][C:14]([CH3:16])([c:17]3[cH:18][cH:19][c:20]([Cl:23])[cH:21][cH:22]3)[C:13]([CH3:24])([c:25]3[cH:26][cH:27][c:28]([Cl:31])[cH:29][cH:30]3)[N:12]2[C:32](=[O:33])[N:34]2[CH2:35][CH2:36][CH:37]([CH2:40][C:41](=[O:43])[N:54]3[CH2:53][CH2:52][CH:51]([CH2:50][O:49][CH2:47][CH3:48])[CH2:56][CH2:55]3)[CH2:38][CH2:39]2)[cH:9][n:10]1. RXN SMILES: [NH:1]([C:40]([O:42][CH2:43][C:44]1[CH:49]=[CH:48][CH:47]=[CH:46][CH:45]=1)=[O:41])[C@H:2]([C:10]([NH:12][C@H:13]([C:23]([NH:25][C@H:26]([C:28]([NH:30][C@H:31]([C:36]([CH2:38][Cl:39])=[O:37])[CH2:32][CH:33]([CH3:35])[CH3:34])=[O:29])[CH3:27])=[O:24])[CH2:14][O:15]CC1C=CC=CC=1)=[O:11])[CH2:3][C:4]1[CH:9]=[CH:8][CH:7]=[CH:6][CH:5]=1.C1(OC)C=CC=CC=1>>[NH:1]([C:40]([O:42][CH2:43][C:44]1[CH:45]=[CH:46][CH:47]=[CH:48][CH:49]=1)=[O:41])[C@H:2]([C:10]([NH:12][C@H:13]([C:23]([NH:25][C@H:26]([C:28]([NH:30][C@H:31]([C:36]([CH2:38][Cl:39])=[O:37])[CH2:32][CH:33]([CH3:35])[CH3:34])=[O:29])[CH3:27])=[O:24])[CH2:14][OH:15])=[O:11])[CH2:3][C:4]1[CH:9]=[CH:8][CH:7]=[CH:6][CH:5]=1. Reported procedure: Z-Phe-Ser(Bzl)-Ala-LeuCH2Cl (0.71 g, 10.2 mmoles) was treated with a mixture of 15 mL of anhydrous HF and 1 mL of anisole in a commercial HF apparatus (Peptide Institute, Inc.). After 70 minutes at 0°, HF was removed by evaporation and the resulting residue was dried in vacuo over potassium hydroxide overnight. H-Phe-Ser-Ala-LeuCH2Cl.HF, 0.35 g, was obtained after triturating the residue with ether. Conditions: time 70 minute. The reactants are N([C@@H](CC1=CC=CC=C1)C(=O)N[C@@H](COCC1=CC=CC=C1)C(=O)N[C@@H](C)C(=O)N[C@@H](CC(C)C)C(=O)CCl)C(=O)OCC1=CC=CC=C1 (Z-Phe-Ser(Bzl)-Ala-LeuCH2Cl), C1(=CC=CC=C1)OC (anisole), Peptide. Product: N([C@@H](CC1=CC=CC=C1)C(=O)N[C@@H](CO)C(=O)N[C@@H](C)C(=O)N[C@@H](CC(C)C)C(=O)CCl)C(=O)OCC1=CC=CC=C1 (Z-Phe-Ser-Ala-LeuCH2Cl).